From a dataset of the Open Reaction Database (ORD), a public repository of structured organic reaction records. describe an organic reaction: reactants, conditions, products, and yield Yields the product NC1=CC=C(C(=N1)[C@]1(N=C(OCC1(F)F)N)C)F ((R)-4-(6-Amino-3-fluoro-pyridin-2-yl)-5,5-difluoro-4-methyl-5,6-dihydro-4H-[1,3]oxazin-2-ylamine). Reagents/catalysts: [Cu-]=O (copper(I) oxide). Conditions: temperature 60 celsius. Procedure details: To a solution of (R)-4-(6-bromo-3-fluoro-pyridin-2-yl)-5,5-difluoro-4-methyl-5,6-dihydro-4H-[1,3]oxazin-2-ylamine (8.73 g, 23.17 mmol) in ethylene glycol (139 ml) and aq. NH3 (w=25%, 108 ml) in an autoclave was added copper(I) oxide (497 mg, 3.47 mmol) and the mixture was warmed to 60° C. over night. After cooling to rt the mixture was extracted with EtOAc, the organic layer was washed with aq. NH3 (w=12%, 2×), the combined organic layers were washed with sat. aq. NaCl, dried with Na2SO4 and eva... Run in C(CO)O (ethylene glycol). Starting materials: BrC1=CC=C(C(=N1)[C@]1(N=C(OCC1(F)F)N)C)F ((R)-4-(6-bromo-3-fluoro-pyridin-2-yl)-5,5-difluoro-4-methyl-5,6-dihydro-4H-[1,3]oxazin-2-ylamine), N (NH3). As a reaction SMILES: Br[C:2]1[N:7]=[C:6]([C@:8]2([CH3:17])[C:13]([F:15])([F:14])[CH2:12][O:11][C:10]([NH2:16])=[N:9]2)[C:5]([F:18])=[CH:4][CH:3]=1.[NH3:19]>C(O)CO.[Cu-]=O>[NH2:19][C:2]1[N:7]=[C:6]([C@:8]2([CH3:17])[C:13]([F:15])([F:14])[CH2:12][O:11][C:10]([NH2:16])=[N:9]2)[C:5]([F:18])=[CH:4][CH:3]=1. Reactants: [OH-].[Na+] (sodium hydroxide), C(C)(C)C1=NOC(=N1)C1CN(CCC1)C1=NC(=C(C(=N1)C)C(C(=O)OC)CCC)C1=CC=C(C=C1)C (methyl 2-(2-(3-(3-isopropyl-1,2,4-oxadiazol-5-yl)piperidin-1-yl)-4-methyl-6-p-tolylpyrimidin-5-yl)pentanoate). Run at temperature 100 celsius. As a reaction SMILES: [OH-].[Na+].[CH:3]([C:6]1[N:10]=[C:9]([CH:11]2[CH2:16][CH2:15][CH2:14][N:13]([C:17]3[N:22]=[C:21]([CH3:23])[C:20]([CH:24]([CH2:29][CH2:30][CH3:31])[C:25]([O:27]C)=[O:26])=[C:19]([C:32]4[CH:37]=[CH:36][C:35]([CH3:38])=[CH:34][CH:33]=4)[N:18]=3)[CH2:12]2)[O:8][N:7]=1)([CH3:5])[CH3:4]>CO>[CH:3]([C:6]1[N:10]=[C:9]([CH:11]2[CH2:16][CH2:15][CH2:14][N:13]([C:17]3[N:22]=[C:21]([CH3:23])[C:20]([CH:24]([CH2:29][CH2:30][CH3:31])[C:25]([OH:27])=[O:26])=[C:19]([C:32]4[CH:33]=[CH:34][C:35]([CH3:38])=[CH:36][CH:37]=4)[N:18]=3)[CH2:12]2)[O:8][N:7]=1)([CH3:5])[CH3:4] |f:0.1|. Yields the product C(C)(C)C1=NOC(=N1)C1CN(CCC1)C1=NC(=C(C(=N1)C)C(C(=O)O)CCC)C1=CC=C(C=C1)C (2-(2-(3-(3-isopropyl-1,2,4-oxadiazol-5-yl)piperidin-1-yl)-4-methyl-6-p-tolylpyrimidin-5-yl)pentanoic acid). Isolated yield 331.8%. The solvent is CO (methanol). Procedure: A solution of sodium hydroxide 5N (1 mL) was added to a mixture of methyl 2-(2-(3-(3-isopropyl-1,2,4-oxadiazol-5-yl)piperidin-1-yl)-4-methyl-6-p-tolylpyrimidin-5-yl)pentanoate (0.026 g; 0.053 mmol) in methanol (1 mL). The mixture was heated in a sealed tube at 100° C. for 18 h and then concentrated under reduced pressure. The residue was dissolved in water and the pH of the solution was adjusted between 2 and 3 by addition of a solution of hydrochloric acid 6N. The precipitate was collected by f... Starting materials: COCCN1C(=O)C(Cl)=C(c2ccccc2)S1(=O)=O, NC1CCOCC1. The product is COCCN1C(=O)C(NC2CCOCC2)=C(c2ccccc2)S1(=O)=O. As a reaction SMILES: [Cl:1][C:2]1=[C:6]([c:7]2[cH:8][cH:9][cH:10][cH:11][cH:12]2)[S:5](=[O:13])(=[O:14])[N:4]([CH2:15][CH2:16][O:17][CH3:18])[C:3]1=[O:19].[O:20]1[CH2:21][CH2:22][CH:23]([NH2:26])[CH2:24][CH2:25]1>>[C:2]1([NH:26][CH:23]2[CH2:22][CH2:21][O:20][CH2:25][CH2:24]2)=[C:6]([c:7]2[cH:8][cH:9][cH:10][cH:11][cH:12]2)[S:5](=[O:13])(=[O:14])[N:4]([CH2:15][CH2:16][O:17][CH3:18])[C:3]1=[O:19]. The reactants are CC1=C(N2[C@@H]([C@@H](C2=O)N)SC1)C(=O)O (7-ADCA), C1=C(C=CC2=CC=CC=C12)O (2-naphthol), [OH-].[NH4+] (ammonium hydroxide). Solvent: O (Water), O (water). Run at temperature 25 celsius. Yields the product CC1([C@@H](N2[C@H](S1)[C@@H](C2=O)NC(=O)CC=3C=CC=CC3)C(=O)O)C (Penicillin G). RXN SMILES: [CH3:1][C:2]1[CH2:11][S:10][C@@H:5]2[C@H:6]([NH2:9])[C:7](=[O:8])[N:4]2[C:3]=1[C:12]([OH:14])=[O:13].[CH:15]1[C:24]2[C:19](=[CH:20][CH:21]=[CH:22][CH:23]=2)C=C[C:16]=1[OH:25].[OH-].[NH4+]>O>[CH3:11][C:2]1([CH3:1])[S:10][C@@H:5]2[C@H:6]([NH:9][C:16]([CH2:15][C:24]3[CH:23]=[CH:22][CH:21]=[CH:20][CH:19]=3)=[O:25])[C:7](=[O:8])[N:4]2[C@H:3]1[C:12]([OH:14])=[O:13] |f:2.3|. Procedure details: The pH value of a mixture (slurry) of D-PGA.1/2H2SO4 (74.7 g, 0.375 mol), 7-ADCA (21.4 g, 0.10 mol), and 2-naphthol (10.8 g, 0.075 mol, particle size <100 μm) in approximately 300 ml of water was adjusted to 6.7 by addition of 4M ammonium hydroxide. Water was added to 400 ml followed by immobilized E. coli Penicillin G acylase prepared as described above (50 g on dry basis suspended in water to a total of 100 ml), and the mixture was stirred at 25° C. The reactants are [C-]#N.[K+] (potassium cyanide), CC=1C=NC2=CC=CC=C2C1 (3-methylquinoline), C(C1=CC=CC=C1)(=O)Cl (benzoyl chloride). The solvent is O (water), ClCCl (dichloromethane). Conditions: time 4.5 hour. Yields the product C(C1=CC=CC=C1)(=O)N1C(C(=CC2=CC=CC=C12)C)C#N (N-benzoyl-2-cyano-3-methyl-1,2-dihydroquinoline). The yield is 107.6%. Reaction SMILES: [C-:1]#[N:2].[K+].[CH3:4][C:5]1[CH:6]=[N:7][C:8]2[C:13]([CH:14]=1)=[CH:12][CH:11]=[CH:10][CH:9]=2.[C:15](Cl)(=[O:22])[C:16]1[CH:21]=[CH:20][CH:19]=[CH:18][CH:17]=1>O.ClCCl>[C:15]([N:7]1[C:8]2[C:13](=[CH:12][CH:11]=[CH:10][CH:9]=2)[CH:14]=[C:5]([CH3:4])[CH:6]1[C:1]#[N:2])(=[O:22])[C:16]1[CH:21]=[CH:20][CH:19]=[CH:18][CH:17]=1 |f:0.1|. Reported procedure: To a mixture of potassium cyanide (68.22 g, 1.048 mol), and 3-methylquinoline (50 g, 0.349 mol) in water (200 mL) and dichloromethane (500 mL) was added dropwise benzoyl chloride (81 mL, 0.698 mol) over 2 h at room temperature. The mixture was stirred for 4.5 h at room temperature and then the organic layer was separated. The layer was washed successively with water (300 mL), 1N aqueous hydrochloric acid, and water (200 mL×2), dried over magnesium sulfate, and concentrated to give 103.05 g of N-... The reactants are C1(=CC=CC=C1)P(C1=CC=CC=C1)C1=CC=CC=C1 (Triphenylphosphine), O (water), N(=[N+]=[N-])CCOCCOCC#C (3-(2-(2-azidoethoxy)ethoxy)prop-1-yne). Solvent: C1CCOC1 (THF). Reaction conditions: time 10 hour. The product is C(C#C)OCCOCCN (2-(2-(prop-2-ynyloxy)ethoxy)ethanamine). The yield is 79.8%. RXN SMILES: [N:1]([CH2:4][CH2:5][O:6][CH2:7][CH2:8][O:9][CH2:10][C:11]#[CH:12])=[N+]=[N-].C1(P(C2C=CC=CC=2)C2C=CC=CC=2)C=CC=CC=1.O>C1COCC1>[CH2:10]([O:9][CH2:8][CH2:7][O:6][CH2:5][CH2:4][NH2:1])[C:11]#[CH:12]. Procedure: 3-(2-(2-azidoethoxy)ethoxy)prop-1-yne (s-4) (2 g, 11.82 mmol, 1.0 equiv) was dissolved in THF (30.5 mL). Triphenylphosphine (3.72 g, 14.20 mmol, 1.2 equiv.) and water (0.21 mL, 11.83 mol, 1.0 equiv.) were added to the solution and the reaction was allowed to stir at room temperature for 10 hours. The reaction was concentrated under reduced pressure and chromatographed (5% CH3OH in CHCl3, then 5% CH3OH in CHCl3+5% Et3N) to yield 2-(2-(prop-2-ynyloxy)ethoxy)ethanamine (s-5) as a pale green oil (1.... Reactants: NN1N=NC=C1 (1-amino-1,2,3-triazole), C(C)Br (ethyl bromide), NN1N=NC=C1 (1-amino-1,2,3-triazole). Run in C(C)#N (acetonitrile). The product is [Br-].N[N+]1=NN(C=C1)CC (1-amino-3-ethyl-1,2,3-triazolium bromide). The yield is 520.7%. Reaction SMILES: [NH2:1][N:2]1[CH:6]=[CH:5][N:4]=[N:3]1.[CH2:7]([Br:9])[CH3:8]>C(#N)C>[Br-:9].[NH2:1][N+:2]1[CH:6]=[CH:5][N:4]([CH2:7][CH3:8])[N:3]=1 |f:3.4|. Procedure details: In a 100 ml glass reactor, equipped with a magnetic stirrer was placed 2.00 g (3.8 mmoles) of 1-amino-1,2,3-triazole (1) and dissolved in 40 ml of acetonitrile. To the reaction mixture was added 12.05 g (110.5 mmoles) of ethyl bromide and the reactor was sealed. The reaction mixture was stirred vigorously at 45° C. until all 1-amino-1,2,3-triazole was consumed. As the reaction progressed, white crystals of 1-amino-3-ethyl-1,2,3-triazolium bromide (2b) precipitated. The reaction mixture was coole... Starting materials: FC1=C(NC)C=CC(=C1)F (2,4-difluoro-N-methylaniline), ClC(=O)OC1=CC=C(C=C1)OC1=NC=C(C=C1)C(F)(F)F (4-(5-trifluoromethyl-pyridin-2-yloxy)-phenyl chloroformate). Product: FC(C=1C=CC(=NC1)OC1=CC=C(C=C1)OC(N(C)C1=C(C=C(C=C1)F)F)=O)(F)F ((2,4-Difluoro-phenyl)-methyl-carbamic acid 4-(5-trifluoromethyl-pyridin-2-yloxy)-phenyl ester). Reaction SMILES: [F:1][C:2]1[CH:9]=[C:8]([F:10])[CH:7]=[CH:6][C:3]=1[NH:4][CH3:5].Cl[C:12]([O:14][C:15]1[CH:20]=[CH:19][C:18]([O:21][C:22]2[CH:27]=[CH:26][C:25]([C:28]([F:31])([F:30])[F:29])=[CH:24][N:23]=2)=[CH:17][CH:16]=1)=[O:13]>>[F:29][C:28]([F:31])([F:30])[C:25]1[CH:26]=[CH:27][C:22]([O:21][C:18]2[CH:19]=[CH:20][C:15]([O:14][C:12](=[O:13])[N:4]([C:3]3[CH:6]=[CH:7][C:8]([F:10])=[CH:9][C:2]=3[F:1])[CH3:5])=[CH:16][CH:17]=2)=[N:23][CH:24]=1. Procedure: The title product was prepared from 2,4-difluoro-N-methylaniline and 4-(5-trifluoromethyl-pyridin-2-yloxy)-phenyl chloroformate, preparative HPLC (method C) (37%, white crystals). HPLC-MS m/z=425.1 (M+1), Rt: 4.90 min.